From a dataset of the Open Reaction Database (ORD), a public repository of structured organic reaction records. describe an organic reaction: reactants, conditions, products, and yield Starting materials: CO, CC(=O)O, COc1cccc2c1CCC2=NO. The product is COc1cccc2c1CCC2N. RXN SMILES: [CH3:14][OH:15].[CH3:16][C:17](=[O:18])[OH:19].[CH3:1][O:2][c:3]1[c:4]2[c:8]([cH:9][cH:10][cH:11]1)[C:7](=[N:12][OH:13])[CH2:6][CH2:5]2>>[CH3:1][O:2][c:3]1[c:4]2[c:8]([cH:9][cH:10][cH:11]1)[CH:7]([NH2:12])[CH2:6][CH2:5]2. Starting materials: C, COC(=O)c1ccc(CN(C)c2nc(-c3ccc([N+](=O)[O-])cc3)cs2)cc1, CCO, C1CCOC1, [Pd]. Yields the product COC(=O)c1ccc(CN(C)c2nc(-c3ccc(N)cc3)cs2)cc1. As a reaction SMILES: [C:36].[CH3:1][N:2]([c:3]1[s:4][cH:5][c:6](-[c:8]2[cH:9][cH:10][c:11]([N+:14]([O-:15])=[O:16])[cH:12][cH:13]2)[n:7]1)[CH2:17][c:18]1[cH:19][cH:20][c:21]([C:22](=[O:23])[O:24][CH3:25])[cH:26][cH:27]1.[CH3:28][CH2:29][OH:30].[O:31]1[CH2:32][CH2:33][CH2:34][CH2:35]1.[Pd:37]>>[CH3:1][N:2]([c:3]1[s:4][cH:5][c:6](-[c:8]2[cH:9][cH:10][c:11]([NH2:14])[cH:12][cH:13]2)[n:7]1)[CH2:17][c:18]1[cH:19][cH:20][c:21]([C:22](=[O:23])[O:24][CH3:25])[cH:26][cH:27]1.